From a dataset of the Open Reaction Database (ORD), a public repository of structured organic reaction records. describe an organic reaction: reactants, conditions, products, and yield Starting materials: CCP1(=O)CCN(C(=O)Cc2ccc(C(=O)OC(C)(C)C)cc2)CC1, ClCCl, O=C(O)C(F)(F)F. The product is CCP1(=O)CCN(C(=O)Cc2ccc(C(=O)O)cc2)CC1. RXN SMILES: [CH2:1]([CH3:2])[P:3]1(=[O:25])[CH2:4][CH2:5][N:6]([C:9]([CH2:10][c:11]2[cH:12][cH:13][c:14]([C:15](=[O:16])[O:17][C:18]([CH3:19])([CH3:20])[CH3:21])[cH:22][cH:23]2)=[O:24])[CH2:7][CH2:8]1.[Cl:33][CH2:34][Cl:35].[F:26][C:27]([F:28])([F:29])[C:30]([OH:31])=[O:32]>>[CH2:1]([CH3:2])[P:3]1(=[O:25])[CH2:4][CH2:5][N:6]([C:9]([CH2:10][c:11]2[cH:12][cH:13][c:14]([C:15](=[O:16])[OH:17])[cH:22][cH:23]2)=[O:24])[CH2:7][CH2:8]1. Reactants: CCOC(=O)CCCCCBr, CN(C)C=O, CCN(C(C)C)C(C)C, [I-], [K+], CC(C)(C)OC(=O)c1ccc(N)cc1, [Na+], O=C([O-])O. Product: CCOC(=O)CCCCCNc1ccc(C(=O)OC(C)(C)C)cc1. RXN SMILES: [Br:1][CH2:2][CH2:3][CH2:4][CH2:5][CH2:6][C:7](=[O:8])[O:9][CH2:10][CH3:11].[CH3:42][N:43]([CH3:44])[CH:45]=[O:46].[CH:26]([N:27]([CH2:28][CH3:29])[CH:30]([CH3:31])[CH3:32])([CH3:33])[CH3:34].[I-:36].[K+:35].[NH2:12][c:13]1[cH:14][cH:15][c:16]([C:17](=[O:18])[O:19][C:20]([CH3:21])([CH3:22])[CH3:23])[cH:24][cH:25]1.[Na+:37].[OH:38][C:39](=[O:40])[O-:41]>>[CH2:2]([CH2:3][CH2:4][CH2:5][CH2:6][C:7](=[O:8])[O:9][CH2:10][CH3:11])[NH:12][c:13]1[cH:14][cH:15][c:16]([C:17](=[O:18])[O:19][C:20]([CH3:21])([CH3:22])[CH3:23])[cH:24][cH:25]1.